Dataset: the Open Reaction Database (ORD), a public repository of structured organic reaction records. Task: describe an organic reaction: reactants, conditions, products, and yield Reactants: ice, C(=O)(O)[O-].[Na+] (NaHCO3), C1(=CC=CC=C1)C1NC(OC12CCOCC2)=O (4-phenyl-1,8-dioxa-3-azaspiro[4.5]decan-2-one), ClC1=NC=CC(=N1)Cl (2,4-dichloropyrimidine), [H-].[Na+] (NaH). The solvent is C(Cl)Cl (DCM), CN(C)C=O (DMF). Run at time 1 hour. The product is ClC1=NC=CC(=N1)N1C(OC2(C1C1=CC=CC=C1)CCOCC2)=O (3-(2-chloropyrimidin-4-yl)-4-phenyl-1,8-dioxa-3-azaspiro[4.5]decan-2-one). Yield: 74.2%. RXN SMILES: [C:1]1([CH:7]2[C:11]3([CH2:16][CH2:15][O:14][CH2:13][CH2:12]3)[O:10][C:9](=[O:17])[NH:8]2)[CH:6]=[CH:5][CH:4]=[CH:3][CH:2]=1.[Cl:18][C:19]1[N:24]=[C:23](Cl)[CH:22]=[CH:21][N:20]=1.[H-].[Na+].C([O-])(O)=O.[Na+]>CN(C=O)C.C(Cl)Cl>[Cl:18][C:19]1[N:24]=[C:23]([N:8]2[CH:7]([C:1]3[CH:2]=[CH:3][CH:4]=[CH:5][CH:6]=3)[C:11]3([CH2:12][CH2:13][O:14][CH2:15][CH2:16]3)[O:10][C:9]2=[O:17])[CH:22]=[CH:21][N:20]=1 |f:2.3,4.5|. Reported procedure: To a mixture of 4-phenyl-1,8-dioxa-3-azaspiro[4.5]decan-2-one (300 mg, 1.286 mmol) and 2,4-dichloropyrimidine (192 mg, 1.286 mmol) in DMF (7 mL) under argon was added NaH (60% wt., 67.9 mg, 2.83 mmol) in two portions. The mixture was stirred for ˜1 hour. The reaction mixture was carefully poured into ice-coiled 0.25N aqueous HCl solution. DCM and aqueous NaHCO3 solution were added. The separated aqueous layer was extracted with DCM (3×) and ethyl acetate (1×). The organic layers (DCM and ethyl a... The reactants are OCC1(C2CCC2)COC1, ClCCl, O=C(Cl)c1ccc(I)cc1, c1ccncc1. Product: O=C(OCC1(C2CCC2)COC1)c1ccc(I)cc1. Reaction SMILES: [CH:1]1([C:5]2([CH2:9][OH:10])[CH2:6][O:7][CH2:8]2)[CH2:2][CH2:3][CH2:4]1.[Cl:21][CH2:22][Cl:23].[I:11][c:12]1[cH:13][cH:14][c:15]([C:16](=[O:17])[Cl:18])[cH:19][cH:20]1.[cH:24]1[cH:25][cH:26][n:27][cH:28][cH:29]1>>[CH:1]1([C:5]2([CH2:9][O:10][C:16]([c:15]3[cH:14][cH:13][c:12]([I:11])[cH:20][cH:19]3)=[O:17])[CH2:6][O:7][CH2:8]2)[CH2:2][CH2:3][CH2:4]1. The reactants are C1(CCCCC1)N=C=NC1CCCCC1 (dicyclohexylcarbodiimide), C(C=CC1=CC=CC=C1)(=O)O (cinnamic acid), C(CC=C)=O (but-3-en-1-al), 4-N,N-dimethylaminopyridine. Run in ClCCl (dichloromethane), ClCCl (dichloromethane). Run at time 18 hour. The product is C1(=CC=CC=C1)C=CC(=O)O.CCC=C (but-3-ene 3-phenylacrylate). The yield is 72.2%. RXN SMILES: [C:1]([OH:11])(=[O:10])[CH:2]=[CH:3][C:4]1[CH:9]=[CH:8][CH:7]=[CH:6][CH:5]=1.[CH:12](=O)[CH2:13][CH:14]=[CH2:15].C1(N=C=NC2CCCCC2)CCCCC1>ClCCl>[C:4]1([CH:3]=[CH:2][C:1]([OH:11])=[O:10])[CH:9]=[CH:8][CH:7]=[CH:6][CH:5]=1.[CH3:15][CH2:14][CH:13]=[CH2:12] |f:4.5|. Reported procedure: 22.2 g of cinnamic acid, 12.5 g of but-3-en-1-al and 0.2 g of 4-N,N-dimethylaminopyridine were placed in 80 ml of dichloromethane. A solution of 33.05 g of dicyclohexylcarbodiimide in 80 ml of dichloromethane was added dropwise at 5°-10° C. within 120 minutes. The mixture was stirred at room temperature for a further 18 hours. Subsequently, the precipitated N,N'-dicyclohexylurea was filtered off and washed with 150 ml of dichloromethane. The dichloromethane solution was washed with 200 ml of 5% ... Reactants: N[C@@H]1[C@H](CCCC1)N ((S,S)-1,2-Diaminocyclohexane), C(CCCCCCC\C=C/CCCCCCCC)(=O)OC (methyl oleate). The product is C(CCCCCCC\C=C/CCCCCCCC)(=O)N[C@@H]1[C@H](CCCC1)N ((S,S)-2-(Oleoylamino)cyclohexylamine). The yield is 63.8%. RXN SMILES: [NH2:1][C@H:2]1[CH2:7][CH2:6][CH2:5][CH2:4][C@@H:3]1[NH2:8].[C:9](OC)(=[O:27])[CH2:10][CH2:11][CH2:12][CH2:13][CH2:14][CH2:15][CH2:16]/[CH:17]=[CH:18]\[CH2:19][CH2:20][CH2:21][CH2:22][CH2:23][CH2:24][CH2:25][CH3:26]>>[C:9]([NH:1][C@H:2]1[CH2:7][CH2:6][CH2:5][CH2:4][C@@H:3]1[NH2:8])(=[O:27])[CH2:10][CH2:11][CH2:12][CH2:13][CH2:14][CH2:15][CH2:16]/[CH:17]=[CH:18]\[CH2:19][CH2:20][CH2:21][CH2:22][CH2:23][CH2:24][CH2:25][CH3:26]. Procedure: (S,S)-1,2-Diaminocyclohexane (1.14 g) and 2.96 g of methyl oleate were reacted in the same manner as in Reference Example 26 to obtain 2.41 g of the objective compound (yield: 65%) The reactants are C[Si](C)(C)C(C(=O)N)[Si](C)(C)C (bis-trimethylsilylacetamide), N[C@H]1[C@@H]2N(C(=C(CS2)SC2=NN=NN2C)C(=O)O)C1=O (7β-amino-3-(1-methyl-5-tetrazolylthio)-3-cephem-4-carboxylic acid), N1(N=NN=C1)CC(=O)Cl (tetrazol-1-ylacetyl chloride). Solvent: C(Cl)Cl (methylene chloride). Conditions: time 40 minute. The product is N1(N=NN=C1)CC(=O)N[C@H]1[C@@H]2N(C(=C(CS2)SC2=NN=NN2C)C(=O)O)C1=O (7β-[2-(tetrazol-1-yl)-acetylamino]-3-(1-methyl-5-tetrazolylthio)-3-cephem-4-carboxylic acid). Reaction SMILES: C[Si](C([Si](C)(C)C)C(N)=O)(C)C.[NH2:13][C@@H:14]1[C:31](=[O:32])[N:16]2[C:17]([C:28]([OH:30])=[O:29])=[C:18]([S:21][C:22]3[N:26]([CH3:27])[N:25]=[N:24][N:23]=3)[CH2:19][S:20][C@H:15]12.[N:33]1([CH2:38][C:39](Cl)=[O:40])[CH:37]=[N:36][N:35]=[N:34]1>C(Cl)Cl>[N:33]1([CH2:38][C:39]([NH:13][C@@H:14]2[C:31](=[O:32])[N:16]3[C:17]([C:28]([OH:30])=[O:29])=[C:18]([S:21][C:22]4[N:26]([CH3:27])[N:25]=[N:24][N:23]=4)[CH2:19][S:20][C@H:15]23)=[O:40])[CH:37]=[N:36][N:35]=[N:34]1. Procedure: 0.306 ml (1.27 mmols) of bis-trimethylsilylacetamide is added to a suspension of 200 mg (0.63 mmol) of 7β-amino-3-(1-methyl-5-tetrazolylthio)-3-cephem-4-carboxylic acid in 3.2 ml of methylene chloride and the mixture is stirred under nitrogen at room temperature for 40 minutes. The solution is cooled to 0° C., 224 mg (1.52 mmols) of tetrazol-1-ylacetyl chloride are added and the mixture is stirred for 11/2 hours at 0° C. and extracted with aqueous sodium bicarbonate solution. The pH of the aqueo...